From a dataset of the Open Reaction Database (ORD), a public repository of structured organic reaction records. describe an organic reaction: reactants, conditions, products, and yield Procedure: To methyl 1H-indole-7-carboxylate (1.5 g) was added DMF (15 mL), and potassium tert-butoxide (1.5 g) was added thereto under ice-cooling, followed by stirring for 10 minutes. 4-(Bromomethyl)biphenyl (2.8 g) was added thereto, followed by stirring at room temperature for 19 hours. The reaction mixture was again ice-cooled, and a 10% aqueous citric acid solution (20 mL) was added thereto, followed by extraction with ethyl acetate. The organic layer was washed with saturated brine, dried over anhyd... Product: C1(=CC=C(C=C1)CN1C=CC2=CC=CC(=C12)C(=O)OC)C1=CC=CC=C1 (methyl 1-(biphenyl-4-ylmethyl)-1H-indole-7-carboxylate). Isolated yield 85.5%. Run at time 10 minute. Starting materials: N1C=CC2=CC=CC(=C12)C(=O)OC (methyl 1H-indole-7-carboxylate), CC(C)([O-])C.[K+] (potassium tert-butoxide), C(CC(O)(C(=O)O)CC(=O)O)(=O)O (citric acid), BrCC1=CC=C(C=C1)C1=CC=CC=C1 (4-(Bromomethyl)biphenyl). RXN SMILES: [NH:1]1[C:9]2[C:4](=[CH:5][CH:6]=[CH:7][C:8]=2[C:10]([O:12][CH3:13])=[O:11])[CH:3]=[CH:2]1.CC(C)([O-])C.[K+].Br[CH2:21][C:22]1[CH:27]=[CH:26][C:25]([C:28]2[CH:33]=[CH:32][CH:31]=[CH:30][CH:29]=2)=[CH:24][CH:23]=1.C(O)(=O)CC(CC(O)=O)(C(O)=O)O>CN(C=O)C>[C:25]1([C:28]2[CH:29]=[CH:30][CH:31]=[CH:32][CH:33]=2)[CH:24]=[CH:23][C:22]([CH2:21][N:1]2[C:9]3[C:4](=[CH:5][CH:6]=[CH:7][C:8]=3[C:10]([O:12][CH3:13])=[O:11])[CH:3]=[CH:2]2)=[CH:27][CH:26]=1 |f:1.2|. The solvent is CN(C)C=O (DMF).